From a dataset of the Open Reaction Database (ORD), a public repository of structured organic reaction records. describe an organic reaction: reactants, conditions, products, and yield The reactants are BrC1=CC=C(C(=N1)C(NC)=O)NC1=NC(=NC=C1C(F)(F)F)NC1=C(C=C(CP(OCC)(OCC2(COC2)CN2N=CC(=C2)B2OC(C(O2)(C)C)(C)C)=O)C=C1)OC (Ethyl (3-{[4-(4,4,5,5-tetramethyl-1,3,2-dioxaborolan-2-yl)-1H-pyrazol-1-yl]methyl}oxetan-3-yl)methyl (4-{[4-{[6-bromo-2-(methylcarbamoyl)pyridin-3-yl]amino}-5-(trifluoromethyl)pyrimidin-2-yl]amino}-3-methoxybenzyl)phosphonate), CC1=NN(C=C1B1OC(C(O1)(C)C)(C)C)CC1(COC1)CO ((3-{[3-methyl-4-(4,4,5,5-tetramethyl-1,3,2-dioxaborolan-2-yl)-1H-pyrazol-1-yl]methyl}oxetan-3-yl)methanol), CC1=NN(C=C1B1OC(C(O1)(C)C)(C)C)CC1(COC1)CO ((3-{[3-methyl-4-(4,4,5,5-tetramethyl-1,3,2-dioxaborolan-2-yl)-1H-pyrazol-1-yl]methyl}oxetan-3-yl)methanol), BrC1=CC=C(C(=N1)C(NC)=O)NC1=NC(=NC=C1C(F)(F)F)NC1=C(C=C(CP(OCC)(O)=O)C=C1)OC (ethyl hydrogen (4-{[4-{[6-bromo-2-(methylcarbamoyl)pyridin-3-yl]amino}-5-(trifluoromethyl)pyrimidin-2-yl]amino}-3-methoxybenzyl)phosphonate), BrC1=CC=C(C(=N1)C(NC)=O)NC1=NC(=NC=C1C(F)(F)F)NC1=C(C=C(CP(OCC)(O)=O)C=C1)OC (ethyl hydrogen (4-{[4-{[6-bromo-2-(methylcarbamoyl)pyridin-3-yl]amino}-5-(trifluoromethyl)pyrimidin-2-yl]amino}-3-methoxybenzyl)phosphonate). Product: BrC1=CC=C(C(=N1)C(NC)=O)NC1=NC(=NC=C1C(F)(F)F)NC1=C(C=C(CP(OCC)(OCC2(COC2)CN2N=C(C(=C2)B2OC(C(O2)(C)C)(C)C)C)=O)C=C1)OC (Ethyl (3-{[3-methyl-4-(4,4,5,5-tetramethyl-1,3,2-dioxaborolan-2-yl)-1H-pyrazol-1-yl]methyl}oxetan-3-yl)methyl (4-{[4-{[6-bromo-2-(methylcarbamoyl)pyridin-3-yl]amino}-5-(trifluoromethyl)pyrimidin-2-yl]amino}-3-methoxybenzyl)phosphonate). Reaction SMILES: [Br:1][C:2]1[N:7]=[C:6]([C:8](=[O:11])[NH:9][CH3:10])[C:5]([NH:12][C:13]2[C:18]([C:19]([F:22])([F:21])[F:20])=[CH:17][N:16]=[C:15]([NH:23][C:24]3[CH:56]=[CH:55][C:27]([CH2:28][P:29](=[O:54])([O:33][CH2:34][C:35]4([CH2:39][N:40]5[CH:44]=[C:43]([B:45]6[O:49][C:48]([CH3:51])([CH3:50])[C:47]([CH3:53])([CH3:52])[O:46]6)[CH:42]=[N:41]5)[CH2:38][O:37][CH2:36]4)[O:30][CH2:31][CH3:32])=[CH:26][C:25]=3[O:57][CH3:58])[N:14]=2)=[CH:4][CH:3]=1.Br[C:60]1N=C(C(=O)NC)C(NC2C(C(F)(F)F)=CN=C(NC3C=CC(CP(=O)(O)OCC)=CC=3OC)N=2)=CC=1.CC1C(B2OC(C)(C)C(C)(C)O2)=CN(CC2(CO)COC2)N=1>>[Br:1][C:2]1[N:7]=[C:6]([C:8](=[O:11])[NH:9][CH3:10])[C:5]([NH:12][C:13]2[C:18]([C:19]([F:21])([F:20])[F:22])=[CH:17][N:16]=[C:15]([NH:23][C:24]3[CH:56]=[CH:55][C:27]([CH2:28][P:29](=[O:54])([O:33][CH2:34][C:35]4([CH2:39][N:40]5[CH:44]=[C:43]([B:45]6[O:49][C:48]([CH3:50])([CH3:51])[C:47]([CH3:53])([CH3:52])[O:46]6)[C:42]([CH3:60])=[N:41]5)[CH2:38][O:37][CH2:36]4)[O:30][CH2:31][CH3:32])=[CH:26][C:25]=3[O:57][CH3:58])[N:14]=2)=[CH:4][CH:3]=1. Procedure: Prepared analogously to Compound 44A using ethyl hydrogen (4-{[4-{[6-bromo-2-(methylcarbamoyl)pyridin-3-yl]amino}-5-(trifluoromethyl)pyrimidin-2-yl]amino}-3-methoxybenzyl)phosphonate (Compound 38C, 124 mg, 0.200 mmol) and (3-{[3-methyl-4-(4,4,5,5-tetramethyl-1,3,2-dioxaborolan-2-yl)-1H-pyrazol-1-yl]methyl}oxetan-3-yl)methanol (Compound 60B, 75 mg, 0.24 mmol) to give the desired product. MS (ESI): m/z 909.76/911.76 [M+H]+. UPLC: tR=1.63 min (analytical 2 min). Reactants: O=C([O-])O, [Li]CCCC, C[Si](C)(C)Cl, CC(=O)c1ccccc1, Cc1cscn1, [Na+], C1CCOC1. Product: Cc1ncsc1C(C)(O)c1ccccc1. Reaction SMILES: [C:26](=[O:27])([O-:28])[OH:29].[CH2:7]([Li:8])[CH2:9][CH2:10][CH3:11].[CH3:12][Si:13]([Cl:14])([CH3:15])[CH3:16].[CH3:17][C:18](=[O:19])[c:20]1[cH:21][cH:22][cH:23][cH:24][cH:25]1.[CH3:1][c:2]1[cH:3][s:4][cH:5][n:6]1.[Na+:30].[O:31]1[CH2:32][CH2:33][CH2:34][CH2:35]1>>[CH3:1][c:2]1[c:3]([C:18]([CH3:17])([OH:19])[c:20]2[cH:21][cH:22][cH:23][cH:24][cH:25]2)[s:4][cH:5][n:6]1. The reactants are C(C)OC(=O)C=1C(=NOC1C(C)C)C1=CC(=CC=C1)F (5-isopropyl-3-(3-fluoro-phenyl)-isoxazole-4-carboxylic acid ethyl ester), O[Li].O (LiOH.H2O). Solvent: C1CCOC1 (THF), O (water). Product: C(C)(C)C1=C(C(=NO1)C1=CC(=CC=C1)F)C(=O)O (5-Isopropyl-3-(3-fluoro-phenyl)-isoxazole-4-carboxylic acid). RXN SMILES: C([O:3][C:4]([C:6]1[C:7]([C:14]2[CH:19]=[CH:18][CH:17]=[C:16]([F:20])[CH:15]=2)=[N:8][O:9][C:10]=1[CH:11]([CH3:13])[CH3:12])=[O:5])C.O[Li].O>C1COCC1.O>[CH:11]([C:10]1[O:9][N:8]=[C:7]([C:14]2[CH:19]=[CH:18][CH:17]=[C:16]([F:20])[CH:15]=2)[C:6]=1[C:4]([OH:5])=[O:3])([CH3:13])[CH3:12] |f:1.2|. Procedure details: A mixture of 15 g crude 5-isopropyl-3-(3-fluoro-phenyl)-isoxazole-4-carboxylic acid ethyl ester and 10.08 g (240 mmol) LiOH.H2O in 75 mL THF, 50 mL water was heated under reflux for 15 h. The mixture was concentrated, acidified and extracted with ethyl acetate. The combined organic extracts were dried with Na2SO4 and evaporated to yield 4.1 g (33% in two steps) of the title compound as a light yellow solid. (m/e): 250.1 (MH+; 100%). The reactants are FC1=CC=C(C=C1)C1=C(C=NO1)C1=CC=NC=C1 (5-(4-fluorophenyl)-4-(pyridin-4-yl)isoxazole), Cl (hydrochloric acid). The solvent is [OH-].[Na+] (sodium hydroxide). Run at temperature 60 celsius, time 1 hour. The product is FC1=CC=C(C=C1)C(C(C#N)C1=CC=NC=C1)=O (3-(4-fluorophenyl)-3-oxo-2-(pyridin-4-yl)propanenitrile). The yield is 98.5%. RXN SMILES: [F:1][C:2]1[CH:7]=[CH:6][C:5]([C:8]2[O:12][N:11]=[CH:10][C:9]=2[C:13]2[CH:18]=[CH:17][N:16]=[CH:15][CH:14]=2)=[CH:4][CH:3]=1.Cl>[OH-].[Na+]>[F:1][C:2]1[CH:3]=[CH:4][C:5]([C:8](=[O:12])[CH:9]([C:13]2[CH:14]=[CH:15][N:16]=[CH:17][CH:18]=2)[C:10]#[N:11])=[CH:6][CH:7]=1 |f:2.3|. Reported procedure: A suspension of 5-(4-fluorophenyl)-4-(pyridin-4-yl)isoxazole (5.35 g) in 1N sodium hydroxide aqueous solution (50 ml) was stirred for one hour at 60° C. The solution was cooled and adjusted to pH 6 with concentrated hydrochloric acid. The separated solid was collected, washed with water, and dried to give 3-(4-fluorophenyl)-3-oxo-2-(pyridin-4-yl)propanenitrile (5.27 g). Run in O (water), C1(=CC=CC=C1)C (toluene). Yields the product C(C(C)C)OC(=O)N(S(=O)(=O)C=1C(=NC=CC1)C1=CC=C(C=C1)CCC)C1=NC=C(N=C1OC)C (N-(isobutoxycarbonyl)-2-(4-propylphenyl)-N-(3-methoxy-5-methylpyrazin-2-yl)pyridine-3-sulphonamide). Starting materials: Ice water, C([O-])([O-])=O.[Na+].[Na+] (sodium carbonate), C(CC)C1=CC=C(C=C1)B(O)O (4-propylphenylboronic acid), ClC1=NC=CC=C1S(=O)(=O)N(C1=NC=C(N=C1OC)C)C(=O)OCC(C)C (2-chloro-N-(isobutoxycarbonyl)-N-(3-methoxy-5-methylpyrazin-2-yl)pyridine-3-sulphonamide), C(C)O (ethanol). RXN SMILES: C(=O)([O-])[O-].[Na+].[Na+].[CH2:7]([C:10]1[CH:15]=[CH:14][C:13](B(O)O)=[CH:12][CH:11]=1)[CH2:8][CH3:9].Cl[C:20]1[C:25]([S:26]([N:29]([C:39]([O:41][CH2:42][CH:43]([CH3:45])[CH3:44])=[O:40])[C:30]2[C:35]([O:36][CH3:37])=[N:34][C:33]([CH3:38])=[CH:32][N:31]=2)(=[O:28])=[O:27])=[CH:24][CH:23]=[CH:22][N:21]=1.C(O)C>O.C1C=CC([P]([Pd]([P](C2C=CC=CC=2)(C2C=CC=CC=2)C2C=CC=CC=2)([P](C2C=CC=CC=2)(C2C=CC=CC=2)C2C=CC=CC=2)[P](C2C=CC=CC=2)(C2C=CC=CC=2)C2C=CC=CC=2)(C2C=CC=CC=2)C2C=CC=CC=2)=CC=1.C1(C)C=CC=CC=1>[CH2:42]([O:41][C:39]([N:29]([C:30]1[C:35]([O:36][CH3:37])=[N:34][C:33]([CH3:38])=[CH:32][N:31]=1)[S:26]([C:25]1[C:20]([C:13]2[CH:14]=[CH:15][C:10]([CH2:7][CH2:8][CH3:9])=[CH:11][CH:12]=2)=[N:21][CH:22]=[CH:23][CH:24]=1)(=[O:28])=[O:27])=[O:40])[CH:43]([CH3:45])[CH3:44] |f:0.1.2,^1:53,55,74,93|. Isolated yield 76.4%. Run at temperature 80 celsius. The reagents and catalysts are C=1C=CC(=CC1)[P](C=2C=CC=CC2)(C=3C=CC=CC3)[Pd]([P](C=4C=CC=CC4)(C=5C=CC=CC5)C=6C=CC=CC6)([P](C=7C=CC=CC7)(C=8C=CC=CC8)C=9C=CC=CC9)[P](C=1C=CC=CC1)(C=1C=CC=CC1)C=1C=CC=CC1 (Tetrakis(triphenylphosphine)palladium). Procedure: Tetrakis(triphenylphosphine)palladium (0) (60 mg) was added to a deoxygenated solution of sodium carbonate (212 mg), 4-propylphenylboronic acid (328 mg) and 2-chloro-N-(isobutoxycarbonyl)-N-(3-methoxy-5-methylpyrazin-2-yl)pyridine-3-sulphonamide (828 mg) in a mixture of water (5 ml), ethanol (8 ml) and toluene (16 ml). The mixture was stirred and heated under argon at 80° C. for 17 hours and then allowed to cool to ambient temperature. Ice water (25 g) was added and the reaction extracted with e... Starting materials: BrC=1C=NC(=NC1)N(C)C (5-bromo-2-(dimethylamino)pyrimidine), NC=1C=C(C=CC1)B(O)O (3-aminophenylboronic acid), C([O-])([O-])=O.[K+].[K+] (potassium carbonate), C(CCO)O (1,3-propanediol). Reagents/catalysts: C=1C=CC(=CC1)[P](C=2C=CC=CC2)(C=3C=CC=CC3)[Pd]([P](C=4C=CC=CC4)(C=5C=CC=CC5)C=6C=CC=CC6)([P](C=7C=CC=CC7)(C=8C=CC=CC8)C=9C=CC=CC9)[P](C=1C=CC=CC1)(C=1C=CC=CC1)C=1C=CC=CC1 (tetrakis(triphenylphosphine)palladium(0)). Solvent: O (water), C(C)(=O)OCC (ethyl acetate), O (water), C(OC)COC (dimethoxyethane). Run at temperature 80 celsius. Yields the product CN(C1=NC=C(C=N1)C=1C=C(N)C=CC1)C (3-(2-(Dimethylamino)-5-pyrimidyl)aniline). The yield is 74.0%. Reaction SMILES: Br[C:2]1[CH:3]=[N:4][C:5]([N:8]([CH3:10])[CH3:9])=[N:6][CH:7]=1.[NH2:11][C:12]1[CH:13]=[C:14](B(O)O)[CH:15]=[CH:16][CH:17]=1.C(=O)([O-])[O-].[K+].[K+].C(O)CCO>O.C(COC)OC.C(OCC)(=O)C.C1C=CC([P]([Pd]([P](C2C=CC=CC=2)(C2C=CC=CC=2)C2C=CC=CC=2)([P](C2C=CC=CC=2)(C2C=CC=CC=2)C2C=CC=CC=2)[P](C2C=CC=CC=2)(C2C=CC=CC=2)C2C=CC=CC=2)(C2C=CC=CC=2)C2C=CC=CC=2)=CC=1>[CH3:9][N:8]([CH3:10])[C:5]1[N:4]=[CH:3][C:2]([C:16]2[CH:17]=[C:12]([CH:13]=[CH:14][CH:15]=2)[NH2:11])=[CH:7][N:6]=1 |f:2.3.4,^1:48,50,69,88|. Reported procedure: A mixture of 5-bromo-2-(dimethylamino)pyrimidine (6.76g, 33.17mmol), 3-aminophenylboronic acid hemisultat (7.4g, 39.78mmol) potassium carbonate (13.73g, 99.49mmol), 1,3-propanediol (12ml, 166mmol) and tetrakis(triphenylphosphine)palladium(0) (0.2g) in a mixture of water (30ml) and dimethoxyethane (60ml) is heated to 80° C. under nitrogen overnight. After cooling the mixture is diluted with water and ethyl acetate and is filtered through a fluted filterpaper. The layers are separated and the aqeo... Starting materials: C[O-], O=C1CCC(c2ccc(NC(=O)NCCCl)cc2)=NN1, [Na+], CN(C)C=O. Yields the product O=C1CCC(c2ccc(NC3=NCCO3)cc2)=NN1. Reaction SMILES: [CH3:21][O-:22].[Cl:1][CH2:2][CH2:3][NH:4][C:5](=[O:6])[NH:7][c:8]1[cH:9][cH:10][c:11]([C:14]2=[N:15][NH:16][C:17](=[O:20])[CH2:18][CH2:19]2)[cH:12][cH:13]1.[Na+:23].[O:24]=[CH:25][N:26]([CH3:27])[CH3:28]>>[CH2:2]1[CH2:3][N:4]=[C:5]([NH:7][c:8]2[cH:9][cH:10][c:11]([C:14]3=[N:15][NH:16][C:17](=[O:20])[CH2:18][CH2:19]3)[cH:12][cH:13]2)[O:6]1.